From a dataset of the Open Reaction Database (ORD), a public repository of structured organic reaction records. describe an organic reaction: reactants, conditions, products, and yield Starting materials: IC=1C=NC(=NC1)C=1C=C(CN2C(SC3=C2C=C(C=C3)C(F)(F)F)=O)C=CC1 (3-[3-(5-iodopyrimidin-2-yl)benzyl]-5-trifluoromethyl-3H-benzothiazol-2-one), CN1CCNCC1 (methylpiperazine), O.O.O.P(=O)([O-])([O-])[O-].[K+].[K+].[K+] (potassium phosphate trihydrate), C1(CCCCC1)P(C1=C(C=CC=C1)C1=C(C=CC=C1OC)OC)C1CCCCC1 (2-dicyclohexylphosphino-2′,6′-dimethoxybiphenyl), tris(benzylideneacetone)dipalladium, C1(CCCCC1)P(C1=C(C=CC=C1)C1=C(C=CC=C1OC)OC)C1CCCCC1 (2-dicyclohexylphosphino-2′,6′-dimethoxybiphenyl), tris(benzylideneacetone)dipalladium. Solvent: C1(=CC=CC=C1)C (toluene), O (Water). Reaction conditions: temperature 100 celsius. Product: CN1CCN(CC1)C=1C=NC(=NC1)C=1C=C(CN2C(SC3=C2C=C(C=C3)C(F)(F)F)=O)C=CC1 (3-{3-[5-(4-methylpiperazin-1-yl)pyrimidin-2-yl]benzyl}-5-trifluoromethyl-3H-benzothiazol-2-one). RXN SMILES: I[C:2]1[CH:3]=[N:4][C:5]([C:8]2[CH:9]=[C:10]([CH:26]=[CH:27][CH:28]=2)[CH2:11][N:12]2[C:16]3[CH:17]=[C:18]([C:21]([F:24])([F:23])[F:22])[CH:19]=[CH:20][C:15]=3[S:14][C:13]2=[O:25])=[N:6][CH:7]=1.[CH3:29][N:30]1[CH2:35][CH2:34][NH:33][CH2:32][CH2:31]1.O.O.O.P([O-])([O-])([O-])=O.[K+].[K+].[K+].C1(P(C2CCCCC2)C2C=CC=CC=2C2C(OC)=CC=CC=2OC)CCCCC1>C1(C)C=CC=CC=1.O>[CH3:29][N:30]1[CH2:35][CH2:34][N:33]([C:2]2[CH:3]=[N:4][C:5]([C:8]3[CH:9]=[C:10]([CH:26]=[CH:27][CH:28]=3)[CH2:11][N:12]3[C:16]4[CH:17]=[C:18]([C:21]([F:24])([F:23])[F:22])[CH:19]=[CH:20][C:15]=4[S:14][C:13]3=[O:25])=[N:6][CH:7]=2)[CH2:32][CH2:31]1 |f:2.3.4.5.6.7.8|. Procedure: 513 mg (1 mmol) of 3-[3-(5-iodopyrimidin-2-yl)benzyl]-5-trifluoromethyl-3H-benzothiazol-2-one is suspended in toluene, briefly heated to 100° C. and cooled to room temperature. 134 μl (1.2 mmol) of methylpiperazine, 297 mg (1.4 mmol) of potassium phosphate trihydrate, and 33 mg (0.08 mmol) of 2-dicyclohexylphosphino-2′,6′-dimethoxybiphenyl and 18 mg (0.02 mmol) of tris(benzylideneacetone)dipalladium are subsequently added and stirred at 100° C. under an argon atmosphere. 33 mg (0.08 mmol) of 2-d... The product is Cc1ccc(S(=O)(=O)[O-])cc1, CCCCCCCn1cc[n+](CC=CCc2ccc(Cl)cc2)c1. The reactants are CCCCCCCn1ccnc1, Cc1ccc(S(=O)(=O)O)cc1, CC#N, OCC=CCc1ccc(Cl)cc1. Reaction SMILES: [CH2:24]([CH2:25][CH2:26][CH2:27][CH2:28][CH2:29][CH3:30])[n:31]1[cH:32][n:33][cH:34][cH:35]1.[CH3:1][c:2]1[cH:3][cH:4][c:5]([S:8](=[O:9])(=[O:10])[OH:11])[cH:6][cH:7]1.[CH3:36][C:37]#[N:38].[Cl:12][c:13]1[cH:14][cH:15][c:16]([CH2:19][CH:20]=[CH:21][CH2:22][OH:23])[cH:17][cH:18]1>>[CH3:1][c:2]1[cH:3][cH:4][c:5]([S:8](=[O:9])(=[O:10])[O-:11])[cH:6][cH:7]1.[Cl:12][c:13]1[cH:14][cH:15][c:16]([CH2:19][CH:20]=[CH:21][CH2:22][n+:33]2[cH:32][n:31]([CH2:24][CH2:25][CH2:26][CH2:27][CH2:28][CH2:29][CH3:30])[cH:35][cH:34]2)[cH:17][cH:18]1. Starting materials: C(C1=CC=CC=C1)OC1=C(C=C(C=O)C=C1)OCC (4-Benzyloxy-3-ethoxy-benzaldehyde), [N+](=O)(O)[O-] (nitric acid). The solvent is ClCCl (dichloromethane), ClCCl (dichloromethane). Run at time 10 minute. Yields the product C(C1=CC=CC=C1)OC1=CC(=C(C=O)C=C1OCC)[N+](=O)[O-] (4-Benzyloxy-5-ethoxy-2-nitro-benzaldehyde). As a reaction SMILES: [CH2:1]([O:8][C:9]1[CH:16]=[CH:15][C:12]([CH:13]=[O:14])=[CH:11][C:10]=1[O:17][CH2:18][CH3:19])[C:2]1[CH:7]=[CH:6][CH:5]=[CH:4][CH:3]=1.[N+:20]([O-])([OH:22])=[O:21]>ClCCl>[CH2:1]([O:8][C:9]1[C:10]([O:17][CH2:18][CH3:19])=[CH:11][C:12]([CH:13]=[O:14])=[C:15]([N+:20]([O-:22])=[O:21])[CH:16]=1)[C:2]1[CH:3]=[CH:4][CH:5]=[CH:6][CH:7]=1. Reported procedure: 4-Benzyloxy-3-ethoxy-benzaldehyde (20 g) was dissolved in dichloromethane (100 ml) and a solution of nitric acid in dichloromethane (2M, 200 ml) was gradually added at a temperature under 30° C. The solution was stirred at room temperature for 10 min and then it was poured into ice-cold water. The organic phase was washed with 1M sodium hydroxide and water and then it was dried and evaporated. Starting materials: ice, C(C)(C)NC(C)C (diisopropylamine), C(CCC)[Li] (n-butyl lithium), CCCCCC (hexane), C1(CCCC1)C(=O)OCC (ethyl cyclopentane carboxylate), BrCCBr (1,2-dibromoethane). Solvent: C1CCOC1 (THF), C1CCOC1 (THF), C1CCOC1 (THF). Conditions: temperature 0 celsius, time 30 minute. The product is BrCCC1(CCCC1)C(=O)OCC (ethyl 1-(2-bromoethyl)cyclopentane carboxylate). The yield is 80.1%. RXN SMILES: C(NC(C)C)(C)C.C([Li])CCC.CCCCCC.[CH:19]1([C:24]([O:26][CH2:27][CH3:28])=[O:25])[CH2:23][CH2:22][CH2:21][CH2:20]1.[Br:29][CH2:30][CH2:31]Br>C1COCC1>[Br:29][CH2:30][CH2:31][C:19]1([C:24]([O:26][CH2:27][CH3:28])=[O:25])[CH2:23][CH2:22][CH2:21][CH2:20]1. Reported procedure: To an ice cold solution of diisopropylamine (56 mL, 0.396 mol) in THF 85 (mL) was added n-butyl lithium in hexane solution (240 mL, 1.6 M, 0.393 mol) over 20 min. The mixture was stirred at 0° C. for 30 min, cooled to a bath temperature of −65° C. and ethyl cyclopentane carboxylate (37.4 g, 0.263 mol) in THF (50 mL) was added over 20 min. After 1 hr, a solution of 1,2-dibromoethane (47 mL, 0.545 mol) in THF (50 mL) was added, the mixture was held at −65° C. for 3 hr and allowed to warm to room t... Starting materials: C(C)OC(=O)NC=1C=C(C=CC1I)C(F)(F)F (3-ethoxycarbonylamino-4-iodobenzotrifluoride), COC1OC(C=C1)OC (2,5-dihydro-2,5-dimethoxyfuran), C(C)(C)N(CC)C(C)C (diisopropylethylamine), CN(C)C=O (DMF). Reagents/catalysts: [Cl-].C(C1=CC=CC=C1)[N+](CC)(CC)CC (benzyltriethylammonium chloride), C(C)(=O)[O-].[Pd+2].C(C)(=O)[O-] (palladium acetate). Solvent: C(C)(=O)OCC (ethyl acetate), O (Water). Conditions: temperature 80 celsius, time 20 hour. Product: FC(C1=CC=C2C(=CNC2=C1)CC(=O)O)(F)F (2-(6-trifluoromethyl-1H-indol-3-yl)acetic acid). The yield is 6.3%. Reaction SMILES: C(O[C:4]([NH:6][C:7]1[CH:8]=[C:9]([C:14]([F:17])([F:16])[F:15])[CH:10]=[CH:11][C:12]=1I)=O)C.C[O:19][CH:20]1[CH:24]=[CH:23]C(OC)[O:21]1.C(N(C(C)C)CC)(C)C.CN(C=O)C>[Cl-].C([N+](CC)(CC)CC)C1C=CC=CC=1.C([O-])(=O)C.[Pd+2].C([O-])(=O)C.C(OCC)(=O)C.O>[F:17][C:14]([F:15])([F:16])[C:9]1[CH:8]=[C:7]2[C:12]([C:23]([CH2:24][C:20]([OH:21])=[O:19])=[CH:4][NH:6]2)=[CH:11][CH:10]=1 |f:4.5,6.7.8|. Procedure details: A mixture of 3-ethoxycarbonylamino-4-iodobenzotrifluoride (1.8 g), 2,5-dihydro-2,5-dimethoxyfuran (1.3 g), palladium acetate (60 mg), diisopropylethylamine (2.0 g), benzyltriethylammonium chloride (1.2 g) and DMF (15 ml) was stirred for 20 hours under a nitrogen atmosphere at 80° C. Water and ethyl acetate were added to the reaction mixture, the insoluble portion was filtered out with celite, and extraction was performed with ethyl acetate. The organic layer was collected and dried over sodium s... The reactants are IC1=C(C(=O)O)C=CC=C1 (2-iodobenzoic acid), C([O-])([O-])=O.[K+].[K+] (potassium carbonate), C(C1=CC=CC=C1)Br (benzyl bromide). Run in CC(=O)C (acetone). Run at time 23 hour. The product is IC1=C(C(=O)OCC2=CC=CC=C2)C=CC=C1 (benzyl 2-iodobenzoate). Yield: 87.4%. Reaction SMILES: [I:1][C:2]1[CH:10]=[CH:9][CH:8]=[CH:7][C:3]=1[C:4]([OH:6])=[O:5].C(=O)([O-])[O-].[K+].[K+].[CH2:17](Br)[C:18]1[CH:23]=[CH:22][CH:21]=[CH:20][CH:19]=1>CC(C)=O>[I:1][C:2]1[CH:10]=[CH:9][CH:8]=[CH:7][C:3]=1[C:4]([O:6][CH2:17][C:18]1[CH:23]=[CH:22][CH:21]=[CH:20][CH:19]=1)=[O:5] |f:1.2.3|. Procedure details: To a stirred mixture of 2-iodobenzoic acid (8.70 g, 35.1 mmol) and potassium carbonate (20.2 g, 176 mmol) in 100 mL of acetone was added benzyl bromide (5.00 g, 29.2 mmol). The mixture was stirred at room temperature for 23 hours and the solid was filtered off. The solid was rinsed with acetone (2×30 mL). The filtrate was concentrated in vacuo. The residue was dissolved in 200 mL of ether and washed with saturated sodium bicarbonate solution (2×50 mL) and brine (1×50 mL). The ether layer was dri... The reactants are [NH4+].[Cl-] (NH4Cl), CC1(CC(C=2C(=NNC2C1)C(F)(F)F)=O)C (6,6-Dimethyl-3-trifluoromethyl-1,5,6,7-tetrahydro-indazol-4-one), [H-].[Na+] (NaH), OC(CNC1=C(C#N)C=CC(=C1)F)CO (2-(2,3-Dihydroxy-propylamino)-4-fluoro-benzonitrile). Run in CC(=O)N(C)C (dimethyl acetamide). Conditions: temperature 150 celsius, time 8 hour. The product is OC(CNC1=C(C#N)C=CC(=C1)N1N=C(C=2C(CC(CC12)(C)C)=O)C(F)(F)F)CO (2-(2,3-Dihydroxy-propylamino)-4-(6,6-dimethyl-4-oxo-3-trifluoromethyl-4,5,6,7-tetrahydro-indazol-1-yl)-benzonitrile). Isolated yield 97.2%. RXN SMILES: [CH3:1][C:2]1([CH3:16])[CH2:10][C:9]2[NH:8][N:7]=[C:6]([C:11]([F:14])([F:13])[F:12])[C:5]=2[C:4](=[O:15])[CH2:3]1.[H-].[Na+].[OH:19][CH:20]([CH2:32][OH:33])[CH2:21][NH:22][C:23]1[CH:30]=[C:29](F)[CH:28]=[CH:27][C:24]=1[C:25]#[N:26].[NH4+].[Cl-]>CC(N(C)C)=O>[OH:19][CH:20]([CH2:32][OH:33])[CH2:21][NH:22][C:23]1[CH:30]=[C:29]([N:8]2[C:9]3[CH2:10][C:2]([CH3:16])([CH3:1])[CH2:3][C:4](=[O:15])[C:5]=3[C:6]([C:11]([F:14])([F:13])[F:12])=[N:7]2)[CH:28]=[CH:27][C:24]=1[C:25]#[N:26] |f:1.2,4.5|. Procedure: To a mixture of 6,6-Dimethyl-3-trifluoromethyl-1,5,6,7-tetrahydro-indazol-4-one (0.961 g, 4.14 mmol, 1 eq) and NaH (99 mg, 4.14 mmol, 1 eq) in dimethyl acetamide (20 mL) was added slowly 2-(2,3-Dihydroxy-propylamino)-4-fluoro-benzonitrile (0.87 g, 4.14 mmol, 1 eq). Then the reaction mixture was stirred at 150° C. overnight, cooled, poured into saturated NH4Cl aq. solution (100 mL), extracted by EtOAc (3×150 mL), dried over Na2SO4, filtered, concentrated. The crude product was purified by flash s... Starting materials: C1CCOC1, C[Si](C)(C)[N-][Si](C)(C)C, ClCCl, COc1ccc(CN(Cc2ccc(OC)cc2)c2nc(C)nc(-c3cc(C(C)c4ccc(S(C)(=O)=O)cc4)cnc3F)n2)cc1, [Li+], COc1ccc(N)cn1, O. Product: COc1ccc(CN(Cc2ccc(OC)cc2)c2nc(C)nc(-c3cc(C(C)c4ccc(S(C)(=O)=O)cc4)cnc3Nc3ccc(OC)nc3)n2)cc1. As a reaction SMILES: [CH2:66]1[O:67][CH2:68][CH2:69][CH2:70]1.[CH3:55][Si:56]([N-:57][Si:58]([CH3:59])([CH3:60])[CH3:61])([CH3:62])[CH3:63].[Cl:71][CH2:72][Cl:73].[F:1][c:2]1[n:3][cH:4][c:5]([CH:34]([CH3:35])[c:36]2[cH:37][cH:38][c:39]([S:42](=[O:43])(=[O:44])[CH3:45])[cH:40][cH:41]2)[cH:6][c:7]1-[c:8]1[n:9][c:10]([N:15]([CH2:16][c:17]2[cH:18][cH:19][c:20]([O:23][CH3:24])[cH:21][cH:22]2)[CH2:25][c:26]2[cH:27][cH:28][c:29]([O:32][CH3:33])[cH:30][cH:31]2)[n:11][c:12]([CH3:14])[n:13]1.[Li+:64].[NH2:46][c:47]1[cH:48][cH:49][c:50]([O:53][CH3:54])[n:51][cH:52]1.[OH2:65]>>[c:2]1([NH:46][c:47]2[cH:48][cH:49][c:50]([O:53][CH3:54])[n:51][cH:52]2)[n:3][cH:4][c:5]([CH:34]([CH3:35])[c:36]2[cH:37][cH:38][c:39]([S:42](=[O:43])(=[O:44])[CH3:45])[cH:40][cH:41]2)[cH:6][c:7]1-[c:8]1[n:9][c:10]([N:15]([CH2:16][c:17]2[cH:18][cH:19][c:20]([O:23][CH3:24])[cH:21][cH:22]2)[CH2:25][c:26]2[cH:27][cH:28][c:29]([O:32][CH3:33])[cH:30][cH:31]2)[n:11][c:12]([CH3:14])[n:13]1. The reactants are NC(CC)C1=C(CN(C=2N=NN(N2)C)CC2=CC(=CC(=C2)C(F)(F)F)C(F)(F)F)C=C(C=C1)C(F)(F)F (N-[2-(1-aminopropyl)-5-(trifluoromethyl)benzyl]-N-[3,5-bis(trifluoromethyl)benzyl]-2-methyl-2H-tetrazol-5-amine), N1=CC(=CC=C1)C=O (3-pyridinecarboxaldehyde), [BH4-].[Na+] (sodium borohydride). Solvent: C(C)O (ethanol). Conditions: time 18 hour. Yields the product FC(C=1C=C(CN(C=2N=NN(N2)C)CC2=C(C=CC(=C2)C(F)(F)F)C(CC)NCC=2C=NC=CC2)C=C(C1)C(F)(F)F)(F)F (N-[3,5-bis(trifluoromethyl)benzyl]-2-methyl-N-[2-{1-[(pyridin-3-ylmethyl)amino]propyl}-5-(trifluoromethyl)benzyl]-2H-tetrazol-5-amine). The yield is 864.6%. As a reaction SMILES: [NH2:1][CH:2]([C:5]1[CH:33]=[CH:32][C:31]([C:34]([F:37])([F:36])[F:35])=[CH:30][C:6]=1[CH2:7][N:8]([CH2:15][C:16]1[CH:21]=[C:20]([C:22]([F:25])([F:24])[F:23])[CH:19]=[C:18]([C:26]([F:29])([F:28])[F:27])[CH:17]=1)[C:9]1[N:10]=[N:11][N:12]([CH3:14])[N:13]=1)[CH2:3][CH3:4].[N:38]1[CH:43]=[CH:42][CH:41]=[C:40]([CH:44]=O)[CH:39]=1.[BH4-].[Na+]>C(O)C>[F:28][C:26]([F:29])([F:27])[C:18]1[CH:17]=[C:16]([CH:21]=[C:20]([C:22]([F:24])([F:23])[F:25])[CH:19]=1)[CH2:15][N:8]([CH2:7][C:6]1[CH:30]=[C:31]([C:34]([F:37])([F:36])[F:35])[CH:32]=[CH:33][C:5]=1[CH:2]([NH:1][CH2:44][C:40]1[CH:39]=[N:38][CH:43]=[CH:42][CH:41]=1)[CH2:3][CH3:4])[C:9]1[N:10]=[N:11][N:12]([CH3:14])[N:13]=1 |f:2.3|. Procedure: To a solution of N-[2-(1-aminopropyl)-5-(trifluoromethyl)benzyl]-N-[3,5-bis(trifluoromethyl)benzyl]-2-methyl-2H-tetrazol-5-amine (60.0 mg, 0.01 mmoles) in ethanol (0.85 mL) was added 3-pyridinecarboxaldehyde (26.0 mg, 0.122 mmoles) and the reaction mixture was stirred at room temperature for 18 hours. The reaction mixture was cooled to 0° C. and sodium borohydride (10.0 mg, 0.133 mmoles) was added in one portion. The reaction mixture was stirred in ice bath for 2 hours and then at room temperatu...